From a dataset of the Open Reaction Database (ORD), a public repository of structured organic reaction records. describe an organic reaction: reactants, conditions, products, and yield As a reaction SMILES: [C:1]1(=[O:5])[CH2:2][CH2:3][CH2:4]1.[C:6]([CH3:7])([CH3:8])([CH3:9])[O:10][C:11](=[O:12])[NH:13][NH2:14].[CH3:15][CH2:16][CH2:17][CH2:18][CH2:19][CH3:20]>>[C:1]1(=[N:14][NH:13][C:11]([O:10][C:6]([CH3:7])([CH3:8])[CH3:9])=[O:12])[CH2:2][CH2:3][CH2:4]1. The reactants are O=C1CCC1, CC(C)(C)OC(=O)NN, CCCCCC. Product: CC(C)(C)OC(=O)NN=C1CCC1.